From a dataset of the Open Reaction Database (ORD), a public repository of structured organic reaction records. describe an organic reaction: reactants, conditions, products, and yield The reactants are C(C(=O)Cl)(=O)Cl (oxalyl chloride), C1(CCCC1)OC=1C=C(C=CC1OC)SC(CC(=O)O)CCCCC1=CC=CC=C1 ((±)-3-(3-cyclopentyloxy-4-methoxyphenyl)sulfanyl-7-phenylheptanoic acid), C[Si](ON)(C)C (O-(trimethylsilyl)hydroxylamine). Solvent: ClCCl (dichloromethane), CN(C=O)C (dimethylformamide), ClCCl (dichloromethane). Conditions: time 30 minute. Product: C1(CCCC1)OC=1C=C(C=CC1OC)SC(CC(=O)NO)CCCCC1=CC=CC=C1 ((±)-3-(3-Cyclopentyloxy-4-methoxyphenyl)sulfanyl-7-phenylheptanohydroxamic acid). As a reaction SMILES: [CH:1]1([O:6][C:7]2[CH:8]=[C:9]([S:15][CH:16]([CH2:21][CH2:22][CH2:23][CH2:24][C:25]3[CH:30]=[CH:29][CH:28]=[CH:27][CH:26]=3)[CH2:17][C:18](O)=[O:19])[CH:10]=[CH:11][C:12]=2[O:13][CH3:14])[CH2:5][CH2:4][CH2:3][CH2:2]1.C(Cl)(=O)C(Cl)=O.C[Si](C)(C)[O:39][NH2:40]>CN(C)C=O.ClCCl>[CH:1]1([O:6][C:7]2[CH:8]=[C:9]([S:15][CH:16]([CH2:21][CH2:22][CH2:23][CH2:24][C:25]3[CH:30]=[CH:29][CH:28]=[CH:27][CH:26]=3)[CH2:17][C:18]([NH:40][OH:39])=[O:19])[CH:10]=[CH:11][C:12]=2[O:13][CH3:14])[CH2:5][CH2:4][CH2:3][CH2:2]1. Procedure details: A stirred solution of (±)-3-(3-cyclopentyloxy-4-methoxyphenyl)sulfanyl-7-phenylheptanoic acid (0.40 g, Example 4) in a mixture of dimethylformamide (0.07 ml) and dichloromethane (20 ml) was treated dropwise with a solution of oxalyl chloride in dichloromethane (1.17 ml, 2.0 M). After stirring at room temperature for a further 30 minutes the mixture was treated dropwise with O-(trimethylsilyl)hydroxylamine (0.57 ml). The resulting white suspension was stirred for 10 minutes then partitioned betwe... Product: C(C(=C)C)(=O)OCCC1OCCN1 (oxazolidinylethyl methacrylate). As a reaction SMILES: [C:1]([O:5][CH2:6][CH2:7][CH:8]1[NH:12][CH2:11][CH2:10][O:9]1)(=[O:4])[CH:2]=[CH2:3].[C:13](OCCN1CCOC1(C)CCC)(=O)C(C)=C.C(OCCOCCN1CCOC1)(=O)C=C.C(OCCOCCN1CCOC1)(=O)C(C)=C.C(OCCOCCN1CC(C)OC1)(=O)C(C)=C.C(OCCOCCN1CC(C)OC1)(=O)C=C.CC1(C)NCCO1.C(C1OCCN=1)(C)=C>>[C:1]([O:5][CH2:6][CH2:7][CH:8]1[NH:12][CH2:11][CH2:10][O:9]1)(=[O:4])[C:2]([CH3:13])=[CH2:3]. Procedure: oxazolidinylethyl acrylate; 3-(gamma-methacryl-oxypropyl)-tetrahydro-1,3-oxazinie; 3-(beta-methacryloxyethyl)-2,2-penta-methylene-oxazolidine; 3-(beta -methacryloxyethyl-2-methyl-2-propyloxazolidine; N-2-(2-acryloxyethoxy)ethyl-oxazolidine; N-2-(2-methacryloxyethoxy)ethyl-oxazolidine; N-2-(2-methacryloxyethoxy)ethyl-5-methyl-oxazolidine; N-2-(2-acryloxyethoxy)ethyl-5-methyl-oxazolidine; 3-[2-(2-methacryloxyethoxy)ethyl)]-2,2-penta-methylene-oxazolidinie; 3-[2-(2-methacryloxyethoxy)ethyl)]-2,2-di... The reactants are C(C=C)(=O)OCCC1OCCN1 (oxazolidinylethyl acrylate), C(C(=C)C)(=O)OCCOCCN1COCC1 (N-2-(2-methacryloxyethoxy)ethyl-oxazolidine), C(C=C)(=O)OCCOCCN1COCC1 (N-2-(2-acryloxyethoxy)ethyl-oxazolidine), CC1(OCCN1)C (2,2-dimethyloxazolidine), C(=C)(C)C=1OCCN1 (2-isopropenyl-2-oxazoline), C(C=C)(=O)OCCOCCN1COC(C1)C (N-2-(2-acryloxyethoxy)ethyl-5-methyl-oxazolidine), 3-(beta-methacryloxyethyl)-2,2-penta-methylene-oxazolidine, C(C(=C)C)(=O)OCCN1C(OCC1)(CCC)C (beta -methacryloxyethyl-2-methyl-2-propyloxazolidine), C(C(=C)C)(=O)OCCOCCN1COC(C1)C (N-2-(2-methacryloxyethoxy)ethyl-5-methyl-oxazolidine). Starting materials: OB1OC(C2=C1C=C(C=C2C)O)CC(=O)OCC (ethyl 2-(1,6-dihydroxy-4-methyl-1,3-dihydrobenzo[c][1,2]oxaborol-3-yl)acetate), C([O-])([O-])=O.[Cs+].[Cs+] (cesium carbonate), BrCCCO[Si](C)(C)C(C)(C)C ((3-bromopropoxy)(tert-butyl)dimethylsilane). The solvent is CN(C)C=O (DMF). Run at temperature 60 celsius. Product: [Si](C)(C)(C(C)(C)C)OCCCOC=1C=C(C2=C(B(OC2CC(=O)OCC)O)C1)C (Ethyl 2-(6-(3-(tert-butyldimethylsilyloxy)propoxy)-1-hydroxy-4-methyl-1,3-dihydrobenzo[c][1,2]oxaborol-3-yl)acetate). Reaction SMILES: [OH:1][B:2]1[C:6]2[CH:7]=[C:8]([OH:12])[CH:9]=[C:10]([CH3:11])[C:5]=2[CH:4]([CH2:13][C:14]([O:16][CH2:17][CH3:18])=[O:15])[O:3]1.C(=O)([O-])[O-].[Cs+].[Cs+].Br[CH2:26][CH2:27][CH2:28][O:29][Si:30]([C:33]([CH3:36])([CH3:35])[CH3:34])([CH3:32])[CH3:31]>CN(C=O)C>[Si:30]([O:29][CH2:28][CH2:27][CH2:26][O:12][C:8]1[CH:9]=[C:10]([CH3:11])[C:5]2[CH:4]([CH2:13][C:14]([O:16][CH2:17][CH3:18])=[O:15])[O:3][B:2]([OH:1])[C:6]=2[CH:7]=1)([C:33]([CH3:34])([CH3:35])[CH3:36])([CH3:32])[CH3:31] |f:1.2.3|. Procedure details: To a mixture of ethyl 2-(1,6-dihydroxy-4-methyl-1,3-dihydrobenzo[c][1,2]oxaborol-3-yl)acetate (0.5 g, 2 mmol) and cesium carbonate (1.95 g, 6 mmol) in 10 ml DMF was added (3-bromopropoxy)(tert-butyl)dimethylsilane (1.39 ml, 6 mmol). The reaction was heated at 60° C. for six hours. It was then quenched by water, extracted with EtOAc, washed with brine, dried over Na2SO4, and concentrated under reduced pressure. The crude was purified by column. Reactants: C(C1=CC=CC=C1)OC=1C=CC=C2CCNC12 (7-benzyloxyindoline), Cl(=O)(=O)(=O)[O-].[Mg+2].Cl(=O)(=O)(=O)[O-] (Magnesium perchlorate), BrC=1C=C(C=CC1)[C@H]1[C@@H](O1)CO ((2S-trans)-3-(3-bromophenyl)oxiranemethanol), magnesium salts, C(C)(=O)OCC (ethyl acetate). Run in C(C)#N (acetonitrile), C(C)#N (acetonitrile), light petroleum. Yields the product BrC=1C=C(C=CC1)[C@H]([C@@H](CO)O)N1CCC2=CC=CC(=C12)OCC1=CC=CC=C1 ((2S, 3R)-(-)-3-(3-bromophenyl)-3-(7-benzyloxyindolin-1-yl)propane-1,2-diol). Yield: 84.5%. Reaction SMILES: Cl([O-])(=O)(=O)=O.[Mg+2].Cl([O-])(=O)(=O)=O.[Br:12][C:13]1[CH:14]=[C:15]([C@@H:19]2[O:21][C@H:20]2[CH2:22][OH:23])[CH:16]=[CH:17][CH:18]=1.[CH2:24]([O:31][C:32]1[CH:33]=[CH:34][CH:35]=[C:36]2[C:40]=1[NH:39][CH2:38][CH2:37]2)[C:25]1[CH:30]=[CH:29][CH:28]=[CH:27][CH:26]=1.C(OCC)(=O)C>C(#N)C>[Br:12][C:13]1[CH:14]=[C:15]([C@@H:19]([N:39]2[C:40]3[C:36](=[CH:35][CH:34]=[CH:33][C:32]=3[O:31][CH2:24][C:25]3[CH:30]=[CH:29][CH:28]=[CH:27][CH:26]=3)[CH2:37][CH2:38]2)[C@H:20]([OH:21])[CH2:22][OH:23])[CH:16]=[CH:17][CH:18]=1 |f:0.1.2|. Procedure: Magnesium perchlorate (16.63 g, 74.52 mmol) was added in portions to a magnetically stirred solution of (2S-trans)-3-(3-bromophenyl)oxiranemethanol (16.32 g, 71.26 mmol) in dry acetonitrile (100 ml) at 5° C. under nitrogen. After stirring for 10 min. all of the magnesium salts had dissolved and the resulting intense yellow solution was treated with 7-benzyloxyindoline (16.77 g, 74.52 mmol) in acetonitrile (30.0 ml) dropwise at 0° C. for 20 h, quenched with saturated aqueous NaHCO3 (300 ml), extr... Starting materials: O=P12OP3(=O)OP(=O)(O1)OP(=O)(O2)O3 (P2O5), C1(=CC=CC=C1)CCNC(C1=CC=CC=C1)=O (N-(2-phenylethyl)benzamide), [OH-].[Na+] (NaOH), PPCl3. The solvent is C=1(C(=CC=CC1)C)C (xylene). Product: C1(=CC=CC=C1)C1=NCCC2=CC=CC=C12 (1-phenyl-3,4-dihydroisoquinoline). Yield: 97.1%. As a reaction SMILES: O=P12OP3(OP(OP(O3)(O1)=O)(=O)O2)=O.[C:15]1([CH2:21][CH2:22][NH:23][C:24](=O)[C:25]2[CH:30]=[CH:29][CH:28]=[CH:27][CH:26]=2)[CH:20]=[CH:19][CH:18]=[CH:17][CH:16]=1.[OH-].[Na+]>C1(C)C(C)=CC=CC=1>[C:25]1([C:24]2[C:20]3[C:15](=[CH:16][CH:17]=[CH:18][CH:19]=3)[CH2:21][CH2:22][N:23]=2)[CH:30]=[CH:29][CH:28]=[CH:27][CH:26]=1 |f:2.3|. Procedure: 75.5 g (532 mmol, 1.2 eq.) of P2O5 are added with stirring to a solution of 100.0 g (446 mmol) of N-(2-phenylethyl)benzamide in 375 ml of xylene. 124.1 ml (1.34 mol, 3.0 eq.) of PPCl3 are subsequently added, and the reaction mixture is refluxed with TLC monitoring. When the conversion is complete, the reaction solution is poured while hot onto ice and carefully adjusted to pH=12 using 20% NaOH. The phosphate which precipitates in the process is dissolved by addition of water. The product is subs... Starting materials: C([O-])([O-])=O.[Na+].[Na+] (sodium carbonate), C(C)(C)(C)OC(=O)N(S(=O)(=O)C)C=1C=C(C=NC1OC)C=1C=C2C(=NC1)N(C=C2I)C(=O)OC(C)(C)C (tert-butyl 5-(5-(N-(tert-butoxycarbonyl)methylsulfonamido)-6-methoxypyridin-3-yl)-3-iodo-1H-pyrrolo[2,3-b]pyridine-1-carboxylate), CC1(OB(OC1(C)C)C=1C=NN(C1)CC=1C=NC=CC1)C (3-((4-(4,4,5,5-tetramethyl-1,3,2-dioxaborolan-2-yl)-1H-pyrazol-1-yl)methyl)pyridine), C(C)(C)(C)OC(=O)N(S(=O)(=O)C)C=1C=C(C=NC1OC)C=1C=C2C(=NC1)N(C=C2I)C(=O)OC(C)(C)C (tert-butyl 5-(5-(N-(tert-butoxycarbonyl)methylsulfonamido)-6-methoxypyridin-3-yl)-3-iodo-1H-pyrrolo[2,3-b]pyridine-1-carboxylate), CC1(OB(OC1(C)C)C=1C=NN(C1)CC=1C=NC=CC1)C (3-((4-(4,4,5,5-tetramethyl-1,3,2-dioxaborolan-2-yl)-1H-pyrazol-1-yl)methyl)pyridine). The reagents and catalysts are Cl[Pd]([P](C1=CC=CC=C1)(C2=CC=CC=C2)C3=CC=CC=C3)([P](C4=CC=CC=C4)(C5=CC=CC=C5)C6=CC=CC=C6)Cl (Pd(PPh3)2Cl2). The solvent is C1(=CC=CC=C1)C.C(C)O.O (toluene ethanol water). The product is C(C)(C)(C)OC(=O)N(S(=O)(=O)C)C=1C=C(C=CC1OC)C=1C=C2C(=NC1)N(C=C2C=2C=NN(C2)CC=2C=NC=CC2)C(=O)OC(C)(C)C (tert-butyl 5-(3-(N-(tert-butoxycarbonyl)methylsulfonamido)-4-methoxyphenyl)-3-(1-(pyridin-3-ylmethyl)-1H-pyrazol-4-yl)-1H-pyrrolo[2,3-b]pyridine-1-carboxylate). Isolated yield 38.2%. As a reaction SMILES: [C:1]([O:5][C:6]([N:8]([C:13]1[CH:14]=[C:15]([C:21]2[CH:22]=[C:23]3[C:29](I)=[CH:28][N:27]([C:31]([O:33][C:34]([CH3:37])([CH3:36])[CH3:35])=[O:32])[C:24]3=[N:25][CH:26]=2)[CH:16]=N[C:18]=1[O:19][CH3:20])[S:9]([CH3:12])(=[O:11])=[O:10])=[O:7])([CH3:4])([CH3:3])[CH3:2].CC1(C)C(C)(C)OB([C:46]2[CH:47]=[N:48][N:49]([CH2:51][C:52]3[CH:53]=[N:54][CH:55]=[CH:56][CH:57]=3)[CH:50]=2)O1.[C:59](=O)([O-])[O-].[Na+].[Na+]>C1(C)C=CC=CC=1.C(O)C.O.Cl[Pd](Cl)([P](C1C=CC=CC=1)(C1C=CC=CC=1)C1C=CC=CC=1)[P](C1C=CC=CC=1)(C1C=CC=CC=1)C1C=CC=CC=1>[C:1]([O:5][C:6]([N:8]([C:13]1[CH:14]=[C:15]([C:21]2[CH:22]=[C:23]3[C:29]([C:46]4[CH:47]=[N:48][N:49]([CH2:51][C:52]5[CH:53]=[N:54][CH:55]=[CH:56][CH:57]=5)[CH:50]=4)=[CH:28][N:27]([C:31]([O:33][C:34]([CH3:35])([CH3:37])[CH3:36])=[O:32])[C:24]3=[N:25][CH:26]=2)[CH:16]=[CH:59][C:18]=1[O:19][CH3:20])[S:9]([CH3:12])(=[O:11])=[O:10])=[O:7])([CH3:2])([CH3:4])[CH3:3] |f:2.3.4,5.6.7,^1:78,97|. Procedure: Using similar reaction conditions as described in step-i of example-1, tert-butyl 5-(5-(N-(tert-butoxycarbonyl)methylsulfonamido)-6-methoxypyridin-3-yl)-3-iodo-1H-pyrrolo[2,3-b]pyridine-1-carboxylate (intermediate 66P) (150 mg, 0.233 mmol) was coupled with 3-((4-(4,4,5,5-tetramethyl-1,3,2-dioxaborolan-2-yl)-1H-pyrazol-1-yl)methyl)pyridine (intermediate 64) (73 mg, 0.256 mmol) using Pd(PPh3)2Cl2 (9 mg, 0.0116 mol) and sodium carbonate (74 mg, 0.699 mmol) in toluene/ethanol/water (3/3/2 ml) to aff... Reactants: O (water), ( E ), [N+](=O)([O-])C1=CC=C(C=C1)SC=CCO (3-(4-nitrophenylthio)-2-propenol), N1C=NC=C1 (imidazole), CC(C)(C)[Si](C)(C)Cl (TBDMSCl). The solvent is ClCCl (dichloromethane), ClCCl (dichloromethane). Conditions: time 24 hour. Product: CC(C)(C)[Si](OCC=CSC1=CC=C(C=C1)[N+](=O)[O-])(C)C (1-((3-(((1,1-dimethylethyl)dimethylsilyl)oxy)-1-propenyl)thio)-4-nitrobenzene). The yield is 93.8%. As a reaction SMILES: [N+:1]([C:4]1[CH:9]=[CH:8][C:7]([S:10][CH:11]=[CH:12][CH2:13][OH:14])=[CH:6][CH:5]=1)([O-:3])=[O:2].N1C=CN=C1.[CH3:20][C:21]([Si:24](Cl)([CH3:26])[CH3:25])([CH3:23])[CH3:22].O>ClCCl>[CH3:20][C:21]([Si:24]([CH3:26])([CH3:25])[O:14][CH2:13][CH:12]=[CH:11][S:10][C:7]1[CH:6]=[CH:5][C:4]([N+:1]([O-:3])=[O:2])=[CH:9][CH:8]=1)([CH3:23])[CH3:22]. Reported procedure: A solution of a 1.5 to 1 mixture of (E) and (Z) 3-(4-nitrophenylthio)-2-propenol (3.53 g, 16.71 mmol) (JCS, Perkin Trans. I, 1974, 25) in dichloromethane (40 mL) was treated with imidazole (2.28 g, 33.4 mmol) and TBDMSCl (2.77 g, 18.4 mmol), stirred at room temperature for 24 hours, and then partioned between dichloromethane and water. The organic phase was dried, concentrated, and purified on silica gel by flash column chromatography eluting with 8 to 1 hexanes/ethyl acetate to give 5.1 g (94%)...